Dataset: the Open Reaction Database (ORD), a public repository of structured organic reaction records. Task: describe an organic reaction: reactants, conditions, products, and yield Reactants: ClC1=C(C=CC(=C1Cl)OC)C(C(CC)C)=O (2',3'-dichloro-4'-methoxy-2-methylbutyrophenone), BrBr (bromine). The solvent is C(C)(=O)O (acetic acid). Product: BrC(C(=O)C1=C(C(=C(C=C1)OC)Cl)Cl)(CC)C (2-bromo-2-methyl-2',3'-dichloro-4'-methoxybutyrophenone). As a reaction SMILES: [Cl:1][C:2]1[C:7]([Cl:8])=[C:6]([O:9][CH3:10])[CH:5]=[CH:4][C:3]=1[C:11](=[O:16])[CH:12]([CH3:15])[CH2:13][CH3:14].[Br:17]Br>C(O)(=O)C>[Br:17][C:12]([CH3:15])([CH2:13][CH3:14])[C:11]([C:3]1[CH:4]=[CH:5][C:6]([O:9][CH3:10])=[C:7]([Cl:8])[C:2]=1[Cl:1])=[O:16]. Procedure: By following the procedure described in Example 5, Step B, using as the reactants 2',3'-dichloro-4'-methoxy-2-methylbutyrophenone (26 g., 0.10 mole), acetic acid (75 ml.) and bromine (16 g., 0.10 mole), there is obtained 2-bromo-2-methyl-2',3'-dichloro-4'-methoxybutyrophenone. Run at time 1 hour. Reaction SMILES: [C:1]([C:3]1[CH:16]=[CH:15][C:6]([CH2:7][N:8]2[C:12]([CH2:13][Cl:14])=[CH:11][N:10]=[CH:9]2)=[CH:5][CH:4]=1)#[N:2].[C:17]1([C:23]2[N:24]=[CH:25][NH:26][CH:27]=2)[CH:22]=[CH:21][CH:20]=[CH:19][CH:18]=1.[H-].[Na+].[CH3:30]N(C=O)C>>[ClH:14].[ClH:14].[C:1]([C:3]1[CH:16]=[CH:15][C:6]([CH2:7][N:8]2[C:12]([CH2:13][CH2:30][N:26]3[CH:27]=[C:23]([C:17]4[CH:18]=[CH:19][CH:20]=[CH:21][CH:22]=4)[N:24]=[CH:25]3)=[CH:11][N:10]=[CH:9]2)=[CH:5][CH:4]=1)#[N:2] |f:2.3,5.6.7|. The product is Cl.Cl.C(#N)C1=CC=C(CN2C=NC=C2CCN2C=NC(=C2)C2=CC=CC=C2)C=C1 (1-{[1-(4-Cyanobenzyl)-1H-imidazol-5-yl]ethyl}-4-phenyl imidazole bis hydrochloride salt). Starting materials: C1(=CC=CC=C1)C=1N=CNC1 (4-phenyl-imidazole), C(#N)C1=CC=C(CN2C=NC=C2CCl)C=C1 (1-(4-Cyanobenzyl)-5-(chloromethyl)imidazole), CN(C)C=O (DMF), [H-].[Na+] (sodium hydride). Procedure details: To a solution of the chloride from step E (500 mg, 1.65 mmol) in DMF (10 mL) at 0° C. was added sequentially, 4-phenyl-imidazole (238 mg, 1.65 mmol) and sodium hydride (145 mg, 60% dispersion in mineral oil, 3.62 mmol). Stirring was continued at 0° C. for 1 hour and then at room temperature for 16 hours. The reaction was quenched with water (50 mL), and extracted with CH2Cl2. The organic extracts were dried, (MgSO4), and the solvent evaporated in vacuo. The residue was purified by chromatography...